Dataset: the Open Reaction Database (ORD), a public repository of structured organic reaction records. Task: describe an organic reaction: reactants, conditions, products, and yield Reactants: C1(CC1)N (Cyclopropaneamine), NC=1N=C2N(C=C(C=C2)OC=2C=C(C=CC2)NC(=O)C2=NC=CC=C2C)C1 (N-{3-[(2-aminoimidazo[1,2-a]pyridin-6-yl)oxy]phenyl}-3-methylpyridine-2-carboxamide), C(C)(C)N(C(C)C)CC (N,N-diisopropylethylamine), C(OCC(Cl)(Cl)Cl)(=O)Cl (2,2,2-trichloroethyl chlorocarbonate). Run in CN(C(C)=O)C (N,N-dimethylacetamide), O1CCCC1 (tetrahydrofuran). Conditions: time 30 minute. Yields the product C1(CC1)NC(=O)NC=1N=C2N(C=C(C=C2)OC=2C=C(C=CC2)NC(=O)C2=NC=CC=C2C)C1 (N-[3-({2-[(cyclopropylcarbamoyl)amino]imidazo[1,2-a]pyridin-6-yl}oxy)phenyl]-3-methylpyridine-2-carboxamide). The yield is 12.8%. As a reaction SMILES: [NH2:1][C:2]1[N:3]=[C:4]2[CH:9]=[CH:8][C:7]([O:10][C:11]3[CH:12]=[C:13]([NH:17][C:18]([C:20]4[C:25]([CH3:26])=[CH:24][CH:23]=[CH:22][N:21]=4)=[O:19])[CH:14]=[CH:15][CH:16]=3)=[CH:6][N:5]2[CH:27]=1.C([N:31]([CH2:35]C)[CH:32]([CH3:34])[CH3:33])(C)C.C(Cl)(=O)[O:38]CC(Cl)(Cl)Cl.C1(N)CC1>O1CCCC1.CN(C)C(=O)C>[CH:32]1([NH:31][C:35]([NH:1][C:2]2[N:3]=[C:4]3[CH:9]=[CH:8][C:7]([O:10][C:11]4[CH:12]=[C:13]([NH:17][C:18]([C:20]5[C:25]([CH3:26])=[CH:24][CH:23]=[CH:22][N:21]=5)=[O:19])[CH:14]=[CH:15][CH:16]=4)=[CH:6][N:5]3[CH:27]=2)=[O:38])[CH2:33][CH2:34]1. Procedure details: To a solution of N-{3-[(2-aminoimidazo[1,2-a]pyridin-6-yl)oxy]phenyl}-3-methylpyridine-2-carboxamide (129 mg, 0.359 mmol) and N,N-diisopropylethylamine (184 μL, 1.075 mmol) in tetrahydrofuran (5 mL) was added 2,2,2-trichloroethyl chlorocarbonate (52.0 μL, 0.378 mmol), and the mixture was stirred at room temperature for 30 min. Cyclopropaneamine (150 μL, 2.17 mmol) and N,N-dimethylacetamide (5 mL) were added to the reaction mixture, and the mixture was stirred at 80° C. for 22 hr. The reaction mi...